Dataset: the Open Reaction Database (ORD), a public repository of structured organic reaction records. Task: describe an organic reaction: reactants, conditions, products, and yield The reactants are [Al+3], C1CCOC1, CCOC(=O)C1CCN(c2ccc(C(F)(F)F)cc2)CC1, [H-], [H-], [H-], [H-], [Li+], [Na+], [OH-], O. The product is OCC1CCN(c2ccc(C(F)(F)F)cc2)CC1. Reaction SMILES: [Al+3:2].[CH2:31]1[O:32][CH2:33][CH2:34][CH2:35]1.[F:7][C:8]([c:9]1[cH:10][cH:11][c:12]([N:15]2[CH2:16][CH2:17][CH:18]([C:21](=[O:22])[O:23][CH2:24][CH3:25])[CH2:19][CH2:20]2)[cH:13][cH:14]1)([F:26])[F:27].[H-:1].[H-:4].[H-:5].[H-:6].[Li+:3].[Na+:30].[OH-:29].[OH2:28]>>[F:7][C:8]([c:9]1[cH:10][cH:11][c:12]([N:15]2[CH2:16][CH2:17][CH:18]([CH2:21][OH:22])[CH2:19][CH2:20]2)[cH:13][cH:14]1)([F:26])[F:27]. Starting materials: CC1C(CCC(C1CC)=O)C(=O)OCC (ethyl 2-methyl-3-ethyl-4-ketocyclohexanecarboxylate), CO (methanol), [BH4-].[Na+] (sodium borohydride). Solvent: C(C)(=O)O (acetic acid). Conditions: temperature 5 celsius, time 1 hour. The product is CC1C(CCC(C1CC)O)C(=O)OCC (ethyl 2-methyl-3-ethyl-4-hydroxycyclohexanecarboxylate). As a reaction SMILES: [CH3:1][CH:2]1[CH:7]([CH2:8][CH3:9])[C:6](=[O:10])[CH2:5][CH2:4][CH:3]1[C:11]([O:13][CH2:14][CH3:15])=[O:12].CO.[BH4-].[Na+]>C(O)(=O)C>[CH3:1][CH:2]1[CH:7]([CH2:8][CH3:9])[CH:6]([OH:10])[CH2:5][CH2:4][CH:3]1[C:11]([O:13][CH2:14][CH3:15])=[O:12] |f:2.3|. Reported procedure: A solution of 22.5 g. of ethyl 2-methyl-3-ethyl-4-ketocyclohexanecarboxylate (all-cis form, m.p. 28°-32°) in 450 ml. of methanol is stirred and maintained at a temperature of 5°-7° C. while a total of 11.0 g. of sodium borohydride is added over a period of 40 minutes. The reaction mixture is stirred at 5° C. for an additional one hour after which a total of 40 ml. of acetic acid is added cautiously to neutralize the base. The methanol solution if evaporated under vacuum to a pasty residue which ... The reactants are CN(C(=O)NC1=C(C(=NS1)OCC)C#N)C (1,1-dimethyl-3-(4-cyano-3-ethoxy-5-isothiazolyl)urea), S(O)(O)(=O)=O (sulfuric acid). Product: CN(C(=O)NC1=C(C(=NS1)OCC)C(N)=O)C (1,1-dimethyl-3-(4-carbamoyl-3-ethoxy-5-isothiazolyl)urea). Reaction SMILES: [CH3:1][N:2]([CH3:16])[C:3]([NH:5][C:6]1[S:10][N:9]=[C:8]([O:11][CH2:12][CH3:13])[C:7]=1[C:14]#[N:15])=[O:4].S(=O)(=O)(O)[OH:18]>>[CH3:16][N:2]([CH3:1])[C:3]([NH:5][C:6]1[S:10][N:9]=[C:8]([O:11][CH2:12][CH3:13])[C:7]=1[C:14](=[O:18])[NH2:15])=[O:4]. Reported procedure: A mixture of 3.8 g of 1,1-dimethyl-3-(4-cyano-3-ethoxy-5-isothiazolyl)urea in 7 ml of concentrated sulfuric acid was treated as described in Example II to give 3.5 g of 1,1-dimethyl-3-(4-carbamoyl-3-ethoxy-5-isothiazolyl)urea, m.p. 172°-172°. The nmr spectrum was consistent with the assigned structure. Starting materials: O=C(O)CCl, [K+], [OH-], O, Oc1cccc2ccccc12. The product is O=C(O)COc1cccc2ccccc12. Reaction SMILES: [Cl:14][CH2:15][C:16](=[O:17])[OH:18].[K+:2].[OH-:1].[OH2:19].[OH:3][c:4]1[cH:5][cH:6][cH:7][c:8]2[cH:9][cH:10][cH:11][cH:12][c:13]12>>[O:3]([c:4]1[cH:5][cH:6][cH:7][c:8]2[cH:9][cH:10][cH:11][cH:12][c:13]12)[CH2:15][C:16](=[O:17])[OH:18]. Reactants: CC1CC2C(=NNC2C2=CC=NC=C2)C2=CC=CC=C12 (5-methyl-3-(4-pyridyl)-3,3a,4,5-tetrahydro-2H-naphtho[1,2-c]pyrazole), [1,2-c]pyrazole. Reagents/catalysts: [O-2].[O-2].[Mn+4] (manganese dioxide). Run in C1=CC=CC=C1 (benzene). Reaction conditions: time 12 hour. Product: CC1CC=2C(=NNC2C2=CC=NC=C2)C2=CC=CC=C12 (4,5-dihydro-5-methyl-3-(4pyridyl)-2H-naphtho[1,2-c]pyrazole). Reaction SMILES: [CH3:1][CH:2]1[C:20]2[C:15](=[CH:16][CH:17]=[CH:18][CH:19]=2)[C:5]2=[N:6][NH:7][CH:8]([C:9]3[CH:14]=[CH:13][N:12]=[CH:11][CH:10]=3)[CH:4]2[CH2:3]1>[O-2].[O-2].[Mn+4].C1C=CC=CC=1>[CH3:1][CH:2]1[C:20]2[C:15](=[CH:16][CH:17]=[CH:18][CH:19]=2)[C:5]2=[N:6][NH:7][C:8]([C:9]3[CH:14]=[CH:13][N:12]=[CH:11][CH:10]=3)=[C:4]2[CH2:3]1 |f:1.2.3|. Reported procedure: Into a flask equiped with a magnetic stirring bar is charged 5.0 grams of the 5-methyl-3-(4-pyridyl)-3,3a,4,5-tetrahydro-2H-naphtho[1,2-c]pyrazole prepared as in example 3, 25 grams of activiated manganese dioxide and 150 ml of dry benzene. The mixture is stirred for about 12 hours at room temperature, after which the manganese salts are filtered off and the solvent removed in vacuo. The solid is crystallized from ethanol to yield 4,5-dihydro-2-methyl-3-(4-pyridyl)-2H-naphtho.[1,2-c]pyrazole. Starting materials: C(C)(=O)NC(C(=O)OC)=CC1=CC(=CC(=C1)C(F)(F)F)C(F)(F)F (methyl 2-acetylamino-3-(3,5-bis-trifluoromethyl-phenyl)-acrylate), O1CCOCC1 (1,4-dioxane), Cl (HCl). Reaction conditions: temperature 100 celsius, time 8 hour. The product is FC(C=1C=C(C=C(C1)C(F)(F)F)CC(C(=O)O)=O)(F)F (3-(3,5-bis-trifluoromethyl-phenyl)-2-oxo-Propionic acid). Reaction SMILES: C(N[C:5](=[CH:10][C:11]1[CH:16]=[C:15]([C:17]([F:20])([F:19])[F:18])[CH:14]=[C:13]([C:21]([F:24])([F:23])[F:22])[CH:12]=1)[C:6]([O:8]C)=[O:7])(=O)C.Cl.[O:26]1CCOCC1>>[F:22][C:21]([F:24])([F:23])[C:13]1[CH:12]=[C:11]([CH2:10][C:5](=[O:26])[C:6]([OH:8])=[O:7])[CH:16]=[C:15]([C:17]([F:20])([F:19])[F:18])[CH:14]=1. Procedure: 19.5 g (54.9 mmol) methyl 2-acetylamino-3-(3,5-bis-trifluoromethyl-phenyl)-acrylate in 100 mL 1,4-dioxane were heated to 100° C. bath temperature, combined with 100 mL 4 M HCl and stirred for 8 h at 100° C. bath temperature. The reaction mixture was evaporated down i. vac., the crystals were suction filtered, washed with water and dried in the drying cupboard at 50° C. As a reaction SMILES: [CH3:1][S:2][C:3]1[NH:7][N:6]=[C:5]([CH:8]=[O:9])[CH:4]=1.[C:10](=O)([O-])[O-].[K+].[K+].CN(C=O)C.CI>O>[CH3:10][N:7]1[C:3]([S:2][CH3:1])=[CH:4][C:5]([CH:8]=[O:9])=[N:6]1 |f:1.2.3|. Conditions: time 8 hour. The product is CN1N=C(C=C1SC)C=O (1-methyl-5-(methylsulfanyl)-1H-pyrazole-carbaldehyde). Reported procedure: To a mixture of 5-(methylsulfanyl)-1H-pyrazole-3-carbaldehyde (10.0 g), potassium carbonate (9.70 g) and N,N′-dimethylformamide (60 mL) was slowly added methyl iodide (6.6 mL) at 0° C., and the mixture was stirred overnight at room temperature. To the reaction mixture was added water, and the mixture was extracted with ethyl acetate. The ethyl acetate layer was washed with saturated brine, dried (MgSO4), and concentrated. The obtained residue was subjected to silica gel column chromatography to ... The reactants are CSC1=CC(=NN1)C=O (5-(methylsulfanyl)-1H-pyrazole-3-carbaldehyde), C([O-])([O-])=O.[K+].[K+] (potassium carbonate), CN(C)C=O (N,N′-dimethylformamide), CI (methyl iodide). Yield: 58.2%. Solvent: O (water). Reactants: [N+](=O)([O-])C1=CC=C(C=C1)O (4-Nitrophenol), C([O-])([O-])=O.[K+].[K+] (potassium carbonate), C(C(C)C)Br (isobutyl bromide), CN(C=O)C (dimethylformamide). Solvent: O (water). Run at temperature 90 celsius, time 4 hour. Product: C(C(C)C)OC1=CC=C(C=C1)[N+](=O)[O-] (4-isobutoxynitrobenzene). The yield is 81.7%. Reaction SMILES: [N+:1]([C:4]1[CH:9]=[CH:8][C:7]([OH:10])=[CH:6][CH:5]=1)([O-:3])=[O:2].C(=O)([O-])[O-].[K+].[K+].[CH2:17](Br)[CH:18]([CH3:20])[CH3:19].CN(C)C=O>O>[CH2:17]([O:10][C:7]1[CH:8]=[CH:9][C:4]([N+:1]([O-:3])=[O:2])=[CH:5][CH:6]=1)[CH:18]([CH3:20])[CH3:19] |f:1.2.3|. Procedure details: 4-Nitrophenol (177 g), potassium carbonate (177 g) and isobutyl bromide (190 g) were added to dimethylformamide (500 ml) and the mixture was stirred at 90° C. for 4 h. The reaction mixture was poured into water, and extracted with ethyl acetate. The organic layer was washed with saturated brine and dried over anhydrous magnesium sulfate, after which the solvent was evaporated under reduced pressure. The obtained oily substance was distilled under reduced pressure to give 4-isobutoxynitrobenzene ...